This data is from the Open Reaction Database (ORD), a public repository of structured organic reaction records. The task is: describe an organic reaction: reactants, conditions, products, and yield Reactants: CC(=O)OI1(C=2C=CC=CC2C(=O)O1)(OC(=O)C)OC(=O)C (Dess-Martin periodinane), C(C)C1=CC(=CS1)C(=O)N1CCOC2(C1)CCN(CC2)CC2=CC(=CC=C2)CCO ((5-ethylthiophen-3-yl)(9-(3-(2-hydroxyethyl)benzyl)-1-oxa-4,9-diazaspiro[5.5]undecan-4-yl)methanone), FC(C(=O)O)(F)F (trifluoroacetic acid), S(=S)(=O)([O-])[O-].[Na+].[Na+] (sodium thiosulphate), C([O-])(O)=O.[Na+] (sodium bicarbonate). The solvent is C(Cl)Cl (DCM), C(C)(=O)OCC (ethyl acetate). Run at time 1 hour. The product is C(C)C1=CC(=CS1)C(=O)N1CCOC2(C1)CCN(CC2)CC=2C=C(C=CC2)CC=O (2-(3-((4-(5-Ethylthiophene-3-carbonyl)-1-oxa-4,9-diazaspiro[5.5]undecan-9-yl)methyl)phenyl)acetaldehyde). Reaction SMILES: CC(OI1(OC(C)=O)(OC(C)=O)OC(=O)C2C=CC=CC1=2)=O.[CH2:23]([C:25]1[S:29][CH:28]=[C:27]([C:30]([N:32]2[CH2:37][C:36]3([CH2:42][CH2:41][N:40]([CH2:43][C:44]4[CH:49]=[CH:48][CH:47]=[C:46]([CH2:50][CH2:51][OH:52])[CH:45]=4)[CH2:39][CH2:38]3)[O:35][CH2:34][CH2:33]2)=[O:31])[CH:26]=1)[CH3:24].FC(F)(F)C(O)=O.S([O-])([O-])(=O)=S.[Na+].[Na+].C(=O)(O)[O-].[Na+]>C(Cl)Cl.C(OCC)(=O)C>[CH2:23]([C:25]1[S:29][CH:28]=[C:27]([C:30]([N:32]2[CH2:37][C:36]3([CH2:42][CH2:41][N:40]([CH2:43][C:44]4[CH:45]=[C:46]([CH2:50][CH:51]=[O:52])[CH:47]=[CH:48][CH:49]=4)[CH2:39][CH2:38]3)[O:35][CH2:34][CH2:33]2)=[O:31])[CH:26]=1)[CH3:24] |f:3.4.5,6.7|. Procedure details: Dess-Martin periodinane (0.232 g) was added to a stirred solution of (5-ethylthiophen-3-yl)(9-(3-(2-hydroxyethyl)benzyl)-1-oxa-4,9-diazaspiro[5.5]undecan-4-yl)methanone (example 86, step a) (0.180 g) and trifluoroacetic acid (0.042 mL) in DCM (5 mL). After 1 h, ethyl acetate (30 mL) was added followed by a mixture of saturated sodium thiosulphate solution (5 mL) and saturated sodium bicarbonate solution (5 mL). The reaction mixture was shaken well and separated. The ethyl acetate solution was wa...